This data is from the Open Reaction Database (ORD), a public repository of structured organic reaction records. The task is: describe an organic reaction: reactants, conditions, products, and yield Reactants: BrC1=CCCCC1, C1CCOC1, CCOC(C)=O, [H-], [Na+], O=C(O)c1ccc(O)cc1. The product is O=C(O)c1ccc(OC2=CCCCC2)cc1. RXN SMILES: [C:13]1([Br:19])=[CH:14][CH2:15][CH2:16][CH2:17][CH2:18]1.[CH2:26]1[O:27][CH2:28][CH2:29][CH2:30]1.[CH3:20][CH2:21][O:22][C:23](=[O:24])[CH3:25].[H-:11].[Na+:12].[OH:1][c:2]1[cH:3][cH:4][c:5]([C:6](=[O:7])[OH:8])[cH:9][cH:10]1>>[O:1]([c:2]1[cH:3][cH:4][c:5]([C:6](=[O:7])[OH:8])[cH:9][cH:10]1)[C:13]1=[CH:14][CH2:15][CH2:16][CH2:17][CH2:18]1. Procedure: 6-Ethylthio-5-fluoroindole was prepared from 6-ethylthio-5-fluoroindole-2,3-dione according to the method described in the synthesis of 7-chloro-5-fluoroindole as a pale green oil (0.49 g, 23%): IR νmax (film)/cm−1 3426, 2969, 2927, 1565, 1471, 1454, 1307, 1140 and 1101; NMR δH (400 MHz, CDCl3) 1.26 (3H, t, J 7.5), 2.91 (2H, q, J 7.5 Hz), 6.48-6.51 (1H, m), 7.23 (1H, t, J 2.5 Hz), 7.31 (1H, d, J 10.0 Hz), 7.46 (1H, d, J 6.0 Hz), 8.01-8.25 (1H, brm). Starting materials: C(C)SC1=C(C=C2C(C(NC2=C1)=O)=O)F (6-ethylthio-5-fluoroindole-2,3-dione), ClC=1C=C(C=C2C=CNC12)F (7-chloro-5-fluoroindole). Reaction SMILES: [CH2:1]([S:3][C:4]1[CH:12]=[C:11]2[C:7]([C:8](=O)[C:9](=O)[NH:10]2)=[CH:6][C:5]=1[F:15])[CH3:2].ClC1C=C(F)C=C2C=1NC=C2>>[CH2:1]([S:3][C:4]1[CH:12]=[C:11]2[C:7]([CH:8]=[CH:9][NH:10]2)=[CH:6][C:5]=1[F:15])[CH3:2]. Product: C(C)SC1=C(C=C2C=CNC2=C1)F (6-Ethylthio-5-fluoroindole). Isolated yield 34.0%. Conditions: temperature 90 celsius, time 2 hour. The reactants are OCC1=CC=2NC(C3N(C2N=C1)CCCC3)=O (3-(hydroxymethyl)-7,8,9,10-tetrahydro-5H-dipyrido[1,2-a:3′,2′-e]pyrazin-6(6aH)-one), Cl.ClC1=CC=C(C=C1)C1CCNCC1 (4-(4-chlorophenyl)piperidine hydrochloride), [I-].C(#N)C[P+](C)(C)C ((cyanomethyl)trimethylphosphonium iodide), C(C)N(C(C)C)C(C)C (N-ethyl-N-isopropylpropan-2-amine). Product: ClC1=CC=C(C=C1)C1CCN(CC1)CC1=CC=2NC(C3N(C2N=C1)CCCC3)=O (3-((4-(4-chlorophenyl)piperidin-1-yl)methyl)-7,8,9,10-tetrahydro-5H-dipyrido[1,2-a:3′,2′-e]pyrazin-6(6aH)-one). The solvent is C(CC)#N (propionitrile). Procedure: 3-(hydroxymethyl)-7,8,9,10-tetrahydro-5H-dipyrido[1,2-a:3′,2′-e]pyrazin-6(6aH)-one (100 mg, 0.43 mmol) was suspended in propionitrile (1 mL) and (cyanomethyl)trimethylphosphonium iodide (103 mg, 0.41 mmol) was added followed by N-ethyl-N-isopropylpropan-2-amine (180 ul, 1.03 mmol). To the stirred mixture was then added 4-(4-chlorophenyl)piperidine hydrochloride (95.0 mg, 0.41 mmol). The reaction was heated to 90° C. with stirring for 2 h. The reaction was cooled to room temperature and purified ... As a reaction SMILES: O[CH2:2][C:3]1[CH:12]=[N:11][C:10]2[N:9]3[CH2:13][CH2:14][CH2:15][CH2:16][CH:8]3[C:7](=[O:17])[NH:6][C:5]=2[CH:4]=1.[I-].C(C[P+](C)(C)C)#N.C(N(C(C)C)C(C)C)C.Cl.[Cl:36][C:37]1[CH:42]=[CH:41][C:40]([CH:43]2[CH2:48][CH2:47][NH:46][CH2:45][CH2:44]2)=[CH:39][CH:38]=1>C(#N)CC>[Cl:36][C:37]1[CH:42]=[CH:41][C:40]([CH:43]2[CH2:44][CH2:45][N:46]([CH2:2][C:3]3[CH:12]=[N:11][C:10]4[N:9]5[CH2:13][CH2:14][CH2:15][CH2:16][CH:8]5[C:7](=[O:17])[NH:6][C:5]=4[CH:4]=3)[CH2:47][CH2:48]2)=[CH:39][CH:38]=1 |f:1.2,4.5|. The reactants are [N+](=O)([O-])C=1C=C(C=CC1OC)/C=C(/C#N)\C1=CC(=C(C(=C1)OC)OC)OC ((E)-3-(3-nitro-4-methoxyphenyl)-2-(3,4,5-trimethoxyphenyl)-prop-2-ene-nitrile). The reagents and catalysts are [Zn] (zinc). Solvent: C(C)(=O)O (acetic acid). Conditions: time 30 minute. Product: NC=1C=C(C=CC1OC)/C=C(/C#N)\C1=CC(=C(C(=C1)OC)OC)OC ((E)-3-(3-amino-4-methoxyphenyl)-2-(3,4,5-trimethoxyphenyl)-prop-2-ene-nitrile). Yield: 99.5%. As a reaction SMILES: [N+:1]([C:4]1[CH:5]=[C:6](/[CH:12]=[C:13](\[C:16]2[CH:21]=[C:20]([O:22][CH3:23])[C:19]([O:24][CH3:25])=[C:18]([O:26][CH3:27])[CH:17]=2)/[C:14]#[N:15])[CH:7]=[CH:8][C:9]=1[O:10][CH3:11])([O-])=O>C(O)(=O)C.[Zn]>[NH2:1][C:4]1[CH:5]=[C:6](/[CH:12]=[C:13](\[C:16]2[CH:17]=[C:18]([O:26][CH3:27])[C:19]([O:24][CH3:25])=[C:20]([O:22][CH3:23])[CH:21]=2)/[C:14]#[N:15])[CH:7]=[CH:8][C:9]=1[O:10][CH3:11]. Procedure: 500 mg of (E)-3-(3-nitro-4-methoxyphenyl)-2-(3,4,5-trimethoxyphenyl)-prop-2-ene-nitrile were dissolved in 25 ml of acetic acid, and 5 g of zinc were added thereto and stirred for 30 minutes at room temperature. The reaction liquid was filtered and then concentrated. The concentrated liquid was purified by silica gel column chromatography (ethyl acetate:hexane--1.2 by volume) to obtain 457 mg of the intended compound. The yield was 99%. Reactants: BrC1=C(C=CC(=C1)C)OCC(OC)OC (2-bromo-1-(2,2-dimethyoxy-ethoxy)-4-methyl benzene). Solvent: ClC1=CC=CC=C1 (chlorobenzene), ClC1=CC=CC=C1 (chlorobenzene). The product is BrC1=CC(=CC=2C=COC21)C (7-Bromo-5-methylbenzofuran). Isolated yield 65.6%. RXN SMILES: [Br:1][C:2]1[CH:7]=[C:6]([CH3:8])[CH:5]=[CH:4][C:3]=1[O:9][CH2:10][CH:11](OC)OC>ClC1C=CC=CC=1>[Br:1][C:2]1[C:3]2[O:9][CH:10]=[CH:11][C:4]=2[CH:5]=[C:6]([CH3:8])[CH:7]=1. Procedure details: To a 2 L round bottom flask was added PPA (3 g), anhydrous chlorobenzene (1.0 L) and the mixture was brought to reflux followed by the slow addition of 2-bromo-1-(2,2-dimethyoxy-ethoxy)-4-methyl benzene (22.9 g, 83.3 mmol) in chlorobenzene (200 ml) by addition funnel over a 2 h period. The reaction was then cooled and passed through a silica plug (washed with chlorobenzene) and concentrated to a mixture of product plus 4-iodo-2-methylphenol. Column chromatography (10% EtOAc/hexane) afforded 11.5... Starting materials: C(C)(=O)[O-].[NH4+] (ammonium acetate), ClC1=CC=C(C=C1)N1C(C(=NC2=CC=CC=C12)OCC)=O (1-(4-chlorophenyl)-1,2-dihydro-3-ethoxyquinoxalin-2-one). Solvent: O (water). The product is NC=1C(N(C2=CC=CC=C2N1)C1=CC=C(C=C1)Cl)=O (3-Amino-1-(4-chlorophenyl)-1,2-dihydroquinoxalin-2-one). Isolated yield 70.4%. Reaction SMILES: C([O-])(=O)C.[NH4+:5].[Cl:6][C:7]1[CH:12]=[CH:11][C:10]([N:13]2[C:22]3[C:17](=[CH:18][CH:19]=[CH:20][CH:21]=3)[N:16]=[C:15](OCC)[C:14]2=[O:26])=[CH:9][CH:8]=1>O>[NH2:5][C:15]1[C:14](=[O:26])[N:13]([C:10]2[CH:11]=[CH:12][C:7]([Cl:6])=[CH:8][CH:9]=2)[C:22]2[C:17]([N:16]=1)=[CH:18][CH:19]=[CH:20][CH:21]=2 |f:0.1|. Reported procedure: To a melt of ammonium acetate (62 g) at 160° C. was added 1-(4-chlorophenyl)-1,2-dihydro-3-ethoxyquinoxalin-2-one (8.8 g) and the temperature was then raised during 5 minutes to 200° C. and maintained at this level for 15 minutes. The melt was cooled, water was added, and the product was filtered off. Crystallisation from ethanol gave the title compound (5.6 g) mp 254°-255° C.